This data is from the Open Reaction Database (ORD), a public repository of structured organic reaction records. The task is: describe an organic reaction: reactants, conditions, products, and yield The reactants are C(=O)(N1C=NC=C1)N1C=NC=C1 (1,1′-Carbonyldiimidazole), ClC1=CC(=CC2=C1OC1=C(S(C2)(=O)=O)C=C(C=C1C)C(=O)O)N1CCNCC1 (4-Chloro-6-methyl-10,10-dioxo-2-piperazin-1-yl-10,11-dihydro-5-oxa-10lambda*6*-thia-dibenzo[a,d]cycloheptene-8-carboxylic acid), C1(CC1)N (cyclopropyl amine). Solvent: CN(C)C=O (DMF). Conditions: time 2 hour. Yields the product Cl.C1(CC1)NC(=O)C=1C=C(C2=C(S(CC3=C(O2)C(=CC(=C3)N3CCNCC3)Cl)(=O)=O)C1)C (4-Chloro-6-methyl-10,10-dioxo-2-piperazin-1-yl-10,11-dihydro-5-oxa-10lambda*6*-thia-dibenzo[a,d]cycloheptene-8-carboxylic acid cyclopropylamide hydrochloride). As a reaction SMILES: C(N1C=CN=C1)(N1C=CN=C1)=O.[Cl:13][C:14]1[C:19]2[O:20][C:21]3[C:30]([CH3:31])=[CH:29][C:28]([C:32]([OH:34])=O)=[CH:27][C:22]=3[S:23](=[O:26])(=[O:25])[CH2:24][C:18]=2[CH:17]=[C:16]([N:35]2[CH2:40][CH2:39][NH:38][CH2:37][CH2:36]2)[CH:15]=1.[CH:41]1([NH2:44])[CH2:43][CH2:42]1>CN(C=O)C>[ClH:13].[CH:41]1([NH:44][C:32]([C:28]2[CH:29]=[C:30]([CH3:31])[C:21]3[O:20][C:19]4[C:14]([Cl:13])=[CH:15][C:16]([N:35]5[CH2:36][CH2:37][NH:38][CH2:39][CH2:40]5)=[CH:17][C:18]=4[CH2:24][S:23](=[O:25])(=[O:26])[C:22]=3[CH:27]=2)=[O:34])[CH2:43][CH2:42]1 |f:4.5|. Procedure: 1,1′-Carbonyldiimidazole (0.172 g, 11 mmol) was added at 25° C., to a stirred solution of compound of Example 18 (0.3 g, 7 mmol) in dry DMF (10 mL) under nitrogen atmosphere. The reaction mixture was stirred for 2 h, and cyclopropyl amine (0.06 mL, 8.4 mmol) was added. The reaction mixture was stirred at 25° C. for 2 h. Solvent was partially removed and the reaction mixture was diluted with water (50 mL), The solid separated was filtered, washed with water and dried. The product was converted to... Starting materials: CN(C)CCOc1ccc(C(=C(CCOCc2ccccc2)c2ccc(Cl)cc2)c2ccccc2)cc1, CC(=O)Cl, CCOC(C)=O, Cc1ccccc1. The product is CN(C)CCOc1ccc(C(=C(CCO)c2ccc(Cl)cc2)c2ccccc2)cc1. RXN SMILES: [CH2:1]([c:2]1[cH:3][cH:4][cH:5][cH:6][cH:7]1)[O:8][CH2:9][CH2:10][C:11](=[C:12]([c:13]1[cH:14][cH:15][cH:16][cH:17][cH:18]1)[c:19]1[cH:20][cH:21][c:22]([O:23][CH2:24][CH2:25][N:26]([CH3:27])[CH3:28])[cH:29][cH:30]1)[c:31]1[cH:32][cH:33][c:34]([Cl:37])[cH:35][cH:36]1.[CH3:38][C:39](=[O:40])[Cl:41].[CH3:42][CH2:43][O:44][C:45](=[O:46])[CH3:47].[CH3:48][c:49]1[cH:50][cH:51][cH:52][cH:53][cH:54]1>>[OH:8][CH2:9][CH2:10][C:11](=[C:12]([c:13]1[cH:14][cH:15][cH:16][cH:17][cH:18]1)[c:19]1[cH:20][cH:21][c:22]([O:23][CH2:24][CH2:25][N:26]([CH3:27])[CH3:28])[cH:29][cH:30]1)[c:31]1[cH:32][cH:33][c:34]([Cl:37])[cH:35][cH:36]1.